The task is: describe an organic reaction: reactants, conditions, products, and yield. This data is from the Open Reaction Database (ORD), a public repository of structured organic reaction records. Reactants: C(C)(=O)NCCSC1=C(C2C(CC2C1)=O)C(=O)OC(C1=CC=CC=C1)C1=CC=CC=C1 (3-(2'-acetamidoethylthio)-7-oxobicyclo[3.2.0]hept-2-en-2-carboxylic acid, diphenylmethyl ester), C1(=CC=CC=C1)OC (anisole). Solvent: FC(C(=O)O)(F)F (trifluoroacetic acid). Yields the product C(C)(=O)NCCSC1=C(C2C(CC2C1)=O)C(=O)O (3-(2'-acetamidoethylthio)-7-oxobicyclo[3.2.0]hept-2-en-2-carboxylic acid). The yield is 91.6%. RXN SMILES: [C:1]([NH:4][CH2:5][CH2:6][S:7][C:8]1[CH2:14][CH:13]2[CH:10]([C:11](=[O:15])[CH2:12]2)[C:9]=1[C:16]([O:18]C(C1C=CC=CC=1)C1C=CC=CC=1)=[O:17])(=[O:3])[CH3:2].C1(OC)C=CC=CC=1>FC(F)(F)C(O)=O>[C:1]([NH:4][CH2:5][CH2:6][S:7][C:8]1[CH2:14][CH:13]2[CH:10]([C:11](=[O:15])[CH2:12]2)[C:9]=1[C:16]([OH:18])=[O:17])(=[O:3])[CH3:2]. Procedure details: A solution of 150 mg of 3-(2'-acetamidoethylthio)-7-oxobicyclo[3.2.0]hept-2-en-2-carboxylic acid, diphenylmethyl ester, and 130 mg of anisole in 1 mL of trifluoroacetic acid was stirred at ambient temperature for 15 min. The solvent was then removed by a stream of nitrogen leaving a residue which was crystallized from ether to afford 85 mg (92%) of 3-(2'-acetamidoethylthio)-7-oxobicyclo[3.2.0]hept-2-en-2-carboxylic acid as colorless crystals, mp 150° to 152°. IR (Nujol): 1640, 1660, 1785, 3150 c... The reactants are OCC1=NC=2N(C(N(C(C2N1C)=O)CCC)=O)CCC (8-Hydroxymethyl-7-methyl-1,3-dipropylxanthine). Reagents/catalysts: [O-2].[O-2].[Mn+4] (Manganese dioxide). Solvent: C(Cl)(Cl)Cl (chloroform). Reaction conditions: time 12 hour. Product: CN1C(=NC=2N(C(N(C(C12)=O)CCC)=O)CCC)C=O (7-Methyl-1,3-dipropyl-8-xanthinecarbaldehyde). Yield: 55.5%. RXN SMILES: [OH:1][CH2:2][C:3]1[N:11]([CH3:12])[C:10]2[C:9](=[O:13])[N:8]([CH2:14][CH2:15][CH3:16])[C:7](=[O:17])[N:6]([CH2:18][CH2:19][CH3:20])[C:5]=2[N:4]=1>C(Cl)(Cl)Cl.[O-2].[O-2].[Mn+4]>[CH3:12][N:11]1[C:10]2[C:9](=[O:13])[N:8]([CH2:14][CH2:15][CH3:16])[C:7](=[O:17])[N:6]([CH2:18][CH2:19][CH3:20])[C:5]=2[N:4]=[C:3]1[CH:2]=[O:1] |f:2.3.4|. Reported procedure: Manganese dioxide (2.48 g, 28.5 mmol) was added to a solution of 800 mg (2.85 mmol) of Compound b obtained in Reference Example 2 in 80 ml of chloroform, and the mixture was stirred at room temperature for 12 hours. Then, the reaction mixture was filtered through Celite and the filtrate was concentrated under reduced pressure. The residue was purified by column chromatography (eluent: 1% methanol/chloroform) to give 440 mg (yield 56%) of Compound c as a pale yellow powder. Conditions: temperature 25 celsius, time 19 hour. Solvent: C1CCOC1 (THF), C1CCOC1 (THF). Reactants: BrC=1C=C2C(=NC1)C(C1=C(CC2)C=C(C=C1)Cl)N1CCN(CC1)C(CC1CCN(CC1)C(OC1=CC=CC=C1)=NS(N)(=O)=O)=O (Phenyl 4-[2-[4-(3-bromo-8-chloro-6,11-dihydro-5H-benzo[5,6]cyclohepta[1,2-b]pyridin-11-yl)-1-piperazinyl]-2-oxoethyl]-N-sulfamoyl-1-piperidinecarboximidate), BrC=1C=C2C(=NC1)C(C1=C(CC2)C=C(C=C1)Cl)N1CCN(CC1)C(CC1CCN(CC1)C(OC1=CC=CC=C1)=NS(N)(=O)=O)=O (Phenyl 4-[2-[4-(3-bromo-8-chloro-6,11-dihydro-5H-benzo[5,6]cyclohepta[1,2-b]pyridin-11-yl)-1-piperazinyl]-2-oxoethyl]-N-sulfamoyl-1-piperidinecarboximidate), N (ammonia). The yield is 84.0%. As a reaction SMILES: [Br:1][C:2]1[CH:3]=[C:4]2[CH2:12][CH2:11][C:10]3[CH:13]=[C:14]([Cl:17])[CH:15]=[CH:16][C:9]=3[CH:8]([N:18]3[CH2:23][CH2:22][N:21]([C:24](=[O:45])[CH2:25][CH:26]4[CH2:31][CH2:30][N:29]([C:32](=[N:40][S:41](=[O:44])(=[O:43])[NH2:42])OC5C=CC=CC=5)[CH2:28][CH2:27]4)[CH2:20][CH2:19]3)[C:5]2=[N:6][CH:7]=1.[NH3:46]>C1COCC1>[Br:1][C:2]1[CH:3]=[C:4]2[CH2:12][CH2:11][C:10]3[CH:13]=[C:14]([Cl:17])[CH:15]=[CH:16][C:9]=3[CH:8]([N:18]3[CH2:23][CH2:22][N:21]([C:24](=[O:45])[CH2:25][CH:26]4[CH2:31][CH2:30][N:29]([C:32](=[NH:46])[NH:40][S:41](=[O:43])(=[O:44])[NH2:42])[CH2:28][CH2:27]4)[CH2:20][CH2:19]3)[C:5]2=[N:6][CH:7]=1. Product: BrC=1C=C2C(=NC1)C(C1=C(CC2)C=C(C=C1)Cl)N1CCN(CC1)C(CC1CCN(CC1)C(NS(N)(=O)=O)=N)=O (4-[2-[4-(3-BROMO-8-CHLORO-6,11-DIHYDRO-5H-BENZO[5,6]CYCLOHEPTA[1,2-b]PYRIDIN-11-YL)-1-PIPERAZINYL]2-OXOETHYL]-N-SULFAMOYL-1-PIPERIDINE-CARBOXIMIDAMIDE). Procedure: Phenyl 4-[2-[4-(3-bromo-8-chloro-6,11-dihydro-5H-benzo[5,6]cyclohepta[1,2-b]pyridin-11-yl)-1-piperazinyl]-2-oxoethyl]-N-sulfamoyl-1-piperidinecarboximidate (Formula 6.0) (prepared as described in Example 5above) (0.089 g, 0.1 mmoles) was dissolved in anhydrous THF (1 ml). A saturated solution of ammonia in anhydrous THF (4 ml) was added and the mixture was stirred in a sealed reaction vessel at 25° C. for 19 h. The mixture was evaporated to dryness and chromatographed on silica gel using 2%-6% m... Starting materials: ClC(=CCBr)Cl (3,3-dichloro-2-propenyl bromide), CC(C)([O-])C.[K+] (potassium tert-butoxide), C(C1=CC=CC=C1)OC=1N=NC=C2C1NC(=C2C)C (7-benzyloxy-2,3-dimethylpyrrolo[2,3-d]pyridazine), C1COCCOCCOCCOCCOCCO1 (18-crown-6), ice water. Run in O1CCCC1 (tetrahydrofuran). Reaction conditions: time 40 minute. Product: C(C1=CC=CC=C1)OC=1N=NC=C2C1N(C(=C2C)C)CC=C(Cl)Cl (7-benzyloxy-1-(3,3-dichloro-2-propenyl)-2,3-dimethylpyrrolo[2,3-d]pyridazine). Isolated yield 22.6%. RXN SMILES: CC(C)([O-])C.[K+].[CH2:7]([O:14][C:15]1[N:16]=[N:17][CH:18]=[C:19]2[C:23]([CH3:24])=[C:22]([CH3:25])[NH:21][C:20]=12)[C:8]1[CH:13]=[CH:12][CH:11]=[CH:10][CH:9]=1.C1OCCOCCOCCOCCOCCOC1.[Cl:44][C:45]([Cl:49])=[CH:46][CH2:47]Br>O1CCCC1>[CH2:7]([O:14][C:15]1[N:16]=[N:17][CH:18]=[C:19]2[C:23]([CH3:24])=[C:22]([CH3:25])[N:21]([CH2:47][CH:46]=[C:45]([Cl:49])[Cl:44])[C:20]=12)[C:8]1[CH:9]=[CH:10][CH:11]=[CH:12][CH:13]=1 |f:0.1|. Reported procedure: 0.13 g (0.0011 mole) of potassium tert-butoxide was added to a suspension of 0.29 g (0.0011 mole) of 7-benzyloxy-2,3-dimethylpyrrolo[2,3-d]pyridazine and 0.03 g (0.0001 mole) of 18-crown-6 in 8 ml of tetrahydrofuran and the resulting mixture was stirred at room temperature for 40 minutes. 0.22 g (0.0011 mole) of 3,3-dichloro-2-propenyl bromide was then added to the mixture and stirred at room temperature for 5 minutes. The reaction mixture was poured into ice-water and the aqueous mixture was ex... Reaction SMILES: [N+:1]([C:4]1[CH:5]=[CH:6][C:7]([S:10]([NH:13][C:14]2[CH:23]=[C:22]3[C:17]([C:18]([CH3:30])=[C:19]([CH2:25][C:26]([O:28]C)=[O:27])[C:20](=[O:24])[O:21]3)=[CH:16][CH:15]=2)(=[O:12])=[O:11])=[N:8][CH:9]=1)([O-:3])=[O:2].Cl>C1COCC1.O>[N+:1]([C:4]1[CH:5]=[CH:6][C:7]([S:10]([NH:13][C:14]2[CH:23]=[C:22]3[C:17]([C:18]([CH3:30])=[C:19]([CH2:25][C:26]([OH:28])=[O:27])[C:20](=[O:24])[O:21]3)=[CH:16][CH:15]=2)(=[O:11])=[O:12])=[N:8][CH:9]=1)([O-:3])=[O:2]. Starting materials: lithium hydroxide•monohydrate, [N+](=O)([O-])C=1C=CC(=NC1)S(=O)(=O)NC1=CC=C2C(=C(C(OC2=C1)=O)CC(=O)OC)C (methyl 7-(5-nitropyridylsulfonamido)-4-methylcoumarin-3-acetate), Cl (HCl). Reported procedure: Compound 2b was dissolved in THF (4 ml), lithium hydroxide•monohydrate (24.4 mg, 0.58 mmol, 7.4 equivalents) dissolved in H2O (4 ml) was added under cooling on ice, and the mixture was stirred. After 30 min, the reaction mixture was warmed to room temperature and further stirred. After 3 hr, the disappearance of the starting materials was confirmed by TLC and the reaction mixture was acidified with 5% HCl and extracted with CHCl3. The organic layer was washed with saturated brine, and dried over... Product: [N+](=O)([O-])C=1C=CC(=NC1)S(=O)(=O)NC1=CC=C2C(=C(C(OC2=C1)=O)CC(=O)O)C (7-(5-nitropyridylsulfonamido)-4-methyl-3-coumarinylacetic acid). Conditions: time 30 minute. Solvent: O (H2O), C1CCOC1 (THF). The reactants are FC(C=1C=C(C=CC1)C#CCCCO)(F)F (5-(3-trifluoromethyl-phenyl)-pent-4-yn-1-ol), CN(C(=O)N=NC(=O)N(C)C)C (N,N,N′,N′-tetramethyl azodicarboxamide), C(CCC)P(CCCC)CCCC (tributylphosphine), C(C)OC(CN1C=CC2=CC=C(C=C12)O)=O ((6-hydroxy-indol-1-yl)-acetic acid ethyl ester). Yields the product C(C)OC(CN1C=CC2=CC=C(C=C12)OCCCC#CC1=CC(=CC=C1)C(F)(F)F)=O ({6-[5-(3-Trifluoromethyl-phenyl)-pent-4-ynyloxy]-indol-1-yl}-acetic acid ethyl ester). Reaction SMILES: [CH2:1]([O:3][C:4](=[O:16])[CH2:5][N:6]1[C:14]2[C:9](=[CH:10][CH:11]=[C:12]([OH:15])[CH:13]=2)[CH:8]=[CH:7]1)[CH3:2].[F:17][C:18]([F:32])([F:31])[C:19]1[CH:20]=[C:21]([C:25]#[C:26][CH2:27][CH2:28][CH2:29]O)[CH:22]=[CH:23][CH:24]=1.CN(C)C(N=NC(N(C)C)=O)=O.C(P(CCCC)CCCC)CCC>>[CH2:1]([O:3][C:4](=[O:16])[CH2:5][N:6]1[C:14]2[C:9](=[CH:10][CH:11]=[C:12]([O:15][CH2:29][CH2:28][CH2:27][C:26]#[C:25][C:21]3[CH:22]=[CH:23][CH:24]=[C:19]([C:18]([F:17])([F:31])[F:32])[CH:20]=3)[CH:13]=2)[CH:8]=[CH:7]1)[CH3:2]. Procedure details: In analogy to the procedure described for example 1 d], (6-hydroxy-indol-1-yl)-acetic acid ethyl ester (example 1 c]) was reacted with 5-(3-trifluoromethyl-phenyl)-pent-4-yn-1-ol in the presence of N,N,N′,N′-tetramethyl azodicarboxamide and tributylphosphine to give the title compound as yellow oil. The reactants are Cc1ccc(O)cc1, O=C(Cl)CCCl, ClCCl, c1ccncc1. The product is Cc1ccc(OC(=O)CCCl)cc1. RXN SMILES: [CH3:7][c:8]1[cH:9][cH:10][c:11]([OH:12])[cH:13][cH:14]1.[Cl:1][CH2:2][CH2:3][C:4](=[O:5])[Cl:6].[Cl:21][CH2:22][Cl:23].[cH:15]1[cH:16][cH:17][n:18][cH:19][cH:20]1>>[Cl:1][CH2:2][CH2:3][C:4](=[O:5])[O:12][c:11]1[cH:10][cH:9][c:8]([CH3:7])[cH:14][cH:13]1.